From a dataset of the Open Reaction Database (ORD), a public repository of structured organic reaction records. describe an organic reaction: reactants, conditions, products, and yield Reactants: OCCCn1c(O)nc2c(Cl)nc3ccccc3c21, ClOCl, CN(C)C=O, O, [P+3]. Product: Oc1nc2c(Cl)nc3ccccc3c2n1CCCCl. As a reaction SMILES: [Cl:5][c:6]1[n:7][c:8]2[cH:9][cH:10][cH:11][cH:12][c:13]2[c:14]2[c:15]1[n:16][c:17]([OH:23])[n:18]2[CH2:19][CH2:20][CH2:21][OH:22].[O:1]([Cl:2])[Cl:3].[O:25]=[CH:26][N:27]([CH3:28])[CH3:29].[OH2:24].[P+3:4]>>[Cl:2][CH2:21][CH2:20][CH2:19][n:18]1[c:14]2[c:13]3[c:8]([n:7][c:6]([Cl:5])[c:15]2[n:16][c:17]1[OH:23])[cH:9][cH:10][cH:11][cH:12]3. Starting materials: C(C)(C)(C)C=1C=C(C=C(C1)C(C)(C)C)C(CCC)O (1-(3,5-Di-t-butylphenyl)butan-1-ol). The reagents and catalysts are O=[Mn]=O (MnO2). Solvent: C(Cl)Cl (CH2Cl2). Conditions: time 3 hour. Product: C(C)(C)(C)C=1C=C(C=C(C1)C(C)(C)C)C(CCC)=O (1-(3,5-Di-t-butylphenyl)butan-1-one). Yield: 40.0%. Reaction SMILES: [C:1]([C:5]1[CH:6]=[C:7]([CH:15]([OH:19])[CH2:16][CH2:17][CH3:18])[CH:8]=[C:9]([C:11]([CH3:14])([CH3:13])[CH3:12])[CH:10]=1)([CH3:4])([CH3:3])[CH3:2]>C(Cl)Cl.O=[Mn]=O>[C:1]([C:5]1[CH:6]=[C:7]([C:15](=[O:19])[CH2:16][CH2:17][CH3:18])[CH:8]=[C:9]([C:11]([CH3:14])([CH3:13])[CH3:12])[CH:10]=1)([CH3:4])([CH3:3])[CH3:2]. Reported procedure: To 2.37 g (9.05 mmol) of alcohol 19 in 18 mL of CH2Cl2 was added 7.86 g (90.45 mmol) of MnO2. The reaction mixture was stirred for 3 h, then filtered (celite over silica gel pad) and the pad was washed repeatedly with 20 mL aliquots of CH2Cl2. After concentration, ketone 20 was purified by chromatography (SiO2, 3% EtOAc-hexanes) to give 941 mg (3.62 mmol) of 20 (40% yield): TLC (10% EtOAc-90% hexanes) Rf 0.7; 1H-NMR (CDCl3)δ 1.01 (t, 3H, CH2CH3), 1.34 (s, 18H, 6(CH3)), 1.78 (m, 2H, CH2CH3), 2.96... Reported procedure: Hydrogen chloride gas was bubbled through a solution of 4-(7-methoxy-thiazolo[5,4-d]pyrimidin-2-ylcarbamoyl)-piperazine-1-carboxylic acid tert-butyl ester (5.20 g, 13 mmol) in methylene chloride (70 mL) for 10 min at 0° C. A white precipitate formed. The resulting slurry was stirred at 25° C. for 2 h. At this time, the mixture was concentrated in vacuo and dried under high vacuum to afford piperazine-1-carboxylic acid (7-methoxy-thiazolo[5,4-d]pyrimidin-2-yl)-amide hydrochloride (4.61 g) as a wh... Reaction conditions: temperature 25 celsius, time 2 hour. Reaction SMILES: [ClH:1].C(OC([N:9]1[CH2:14][CH2:13][N:12]([C:15](=[O:28])[NH:16][C:17]2[S:18][C:19]3[N:20]=[CH:21][N:22]=[C:23]([O:26][CH3:27])[C:24]=3[N:25]=2)[CH2:11][CH2:10]1)=O)(C)(C)C>C(Cl)Cl>[ClH:1].[CH3:27][O:26][C:23]1[C:24]2[N:25]=[C:17]([NH:16][C:15]([N:12]3[CH2:11][CH2:10][NH:9][CH2:14][CH2:13]3)=[O:28])[S:18][C:19]=2[N:20]=[CH:21][N:22]=1 |f:3.4|. The reactants are Cl (Hydrogen chloride), C(C)(C)(C)OC(=O)N1CCN(CC1)C(NC=1SC=2N=CN=C(C2N1)OC)=O (4-(7-methoxy-thiazolo[5,4-d]pyrimidin-2-ylcarbamoyl)-piperazine-1-carboxylic acid tert-butyl ester). Yields the product Cl.COC=1C2=C(N=CN1)SC(=N2)NC(=O)N2CCNCC2 (piperazine-1-carboxylic acid (7-methoxy-thiazolo[5,4-d]pyrimidin-2-yl)-amide hydrochloride). The solvent is C(Cl)Cl (methylene chloride). Starting materials: CS(=O)(=O)c1ccc(B(O)O)cc1, [Na+], [Na+], O=C([O-])[O-], C1COCCO1, Cl[Pd]Cl, Cc1ccc(S(=O)(=O)OC(=CC2CCC3(C2)OCCO3)c2cc3cccnc3n2S(=O)(=O)c2ccccc2)cc1, c1ccc(P(c2ccccc2)c2ccccc2)cc1, c1ccc(P(c2ccccc2)c2ccccc2)cc1. Product: CS(=O)(=O)c1ccc(C(=CC2CCC3(C2)OCCO3)c2cc3cccnc3n2S(=O)(=O)c2ccccc2)cc1. Reaction SMILES: [CH3:41][S:42](=[O:43])(=[O:44])[c:45]1[cH:46][cH:47][c:48]([B:51]([OH:52])[OH:53])[cH:49][cH:50]1.[Na+:54].[Na+:55].[O-:56][C:57](=[O:58])[O-:59].[O:60]1[CH2:61][CH2:62][O:63][CH2:64][CH2:65]1.[Pd:66]([Cl:67])[Cl:68].[c:1]1([S:7](=[O:8])(=[O:9])[n:10]2[c:11]([C:19](=[CH:20][CH:21]3[CH2:22][C:23]4([O:24][CH2:25][CH2:26][O:27]4)[CH2:28][CH2:29]3)[O:30][S:31]([c:32]3[cH:33][cH:34][c:35]([CH3:36])[cH:37][cH:38]3)(=[O:39])=[O:40])[cH:12][c:13]3[c:14]2[n:15][cH:16][cH:17][cH:18]3)[cH:2][cH:3][cH:4][cH:5][cH:6]1.[c:69]1([P:70]([c:71]2[cH:72][cH:73][cH:74][cH:75][cH:76]2)[c:77]2[cH:78][cH:79][cH:80][cH:81][cH:82]2)[cH:83][cH:84][cH:85][cH:86][cH:87]1.[c:88]1([P:89]([c:90]2[cH:91][cH:92][cH:93][cH:94][cH:95]2)[c:96]2[cH:97][cH:98][cH:99][cH:100][cH:101]2)[cH:102][cH:103][cH:104][cH:105][cH:106]1>>[c:1]1([S:7](=[O:8])(=[O:9])[n:10]2[c:11]([C:19](=[CH:20][CH:21]3[CH2:22][C:23]4([O:24][CH2:25][CH2:26][O:27]4)[CH2:28][CH2:29]3)[c:48]3[cH:47][cH:46][c:45]([S:42]([CH3:41])(=[O:43])=[O:44])[cH:50][cH:49]3)[cH:12][c:13]3[c:14]2[n:15][cH:16][cH:17][cH:18]3)[cH:2][cH:3][cH:4][cH:5][cH:6]1. Starting materials: CN1CCCCC1 (N-methylpiperidine), C(#N)C1=CC=C(OCC(C)N)C=C1 (2-(4-cyanophenoxy)-1-methylethylamine), C(C)(C)(C)OC(=O)N[C@H](C(=O)O)CC ((2S)-2-tert-butoxycarbonylaminobutyric acid), ClC(=O)OCC(C)C (isobutyl chloroformate). Run in C(Cl)Cl (methylene chloride), O (Water). Run at temperature -20 celsius, time 1 hour. The product is C(C)(C)(C)OC(=O)N[C@H](C(=O)NC(COC1=CC=C(C=C1)C#N)C)CC (2-tert-butoxycarbonylamino-N-[2-(4-cyanophenoxy)-1-methylethyl]-(2S)-butyramide). The yield is 56.2%. RXN SMILES: CN1CCCCC1.[C:8]([O:12][C:13]([NH:15][C@@H:16]([CH2:20][CH3:21])[C:17]([OH:19])=O)=[O:14])([CH3:11])([CH3:10])[CH3:9].ClC(OCC(C)C)=O.[C:30]([C:32]1[CH:42]=[CH:41][C:35]([O:36][CH2:37][CH:38]([NH2:40])[CH3:39])=[CH:34][CH:33]=1)#[N:31]>C(Cl)Cl.O>[C:8]([O:12][C:13]([NH:15][C@@H:16]([CH2:20][CH3:21])[C:17]([NH:40][CH:38]([CH3:39])[CH2:37][O:36][C:35]1[CH:41]=[CH:42][C:32]([C:30]#[N:31])=[CH:33][CH:34]=1)=[O:19])=[O:14])([CH3:9])([CH3:10])[CH3:11]. Reported procedure: 0.5 g of N-methylpiperidine was added to a solution containing 1.0 g of (2S)-2-tert-butoxycarbonylaminobutyric acid dissolved in 40 ml of methylene chloride, at -20° C. After the mixture was stirred for 10 minutes at the same temperature, 0.7 g of isobutyl chloroformate was added to the mixture at -20° C., and stirred for 1 hour at -20° C. 0.9 g of 2-(4-cyanophenoxy)-1-methylethylamine was added to this mixture at -60° C., and then the reaction mixture was allowed to sit and warm naturally to ro... Reactants: ice water, C1CC(=O)N(C1=O)Br (NBS), S(C)C (Me2S), O=C1N(C=CC=C1)C1=CC=C(CO)C=C1 (4-(-2-Oxo-2-H-pyridin-1-yl)benzyl Alcohol). The solvent is C(Cl)Cl (CH2Cl2), C(Cl)Cl (CH2Cl2). Product: O=C1N(C=CC=C1)C1=CC=C(CBr)C=C1 (4-(-2-Oxo-2-H-pyridin-1-yl)benzyl Bromide). Reaction SMILES: C1C(=O)N([Br:8])C(=O)C1.S(C)C.[O:12]=[C:13]1[CH:18]=[CH:17][CH:16]=[CH:15][N:14]1[C:19]1[CH:26]=[CH:25][C:22]([CH2:23]O)=[CH:21][CH:20]=1>C(Cl)Cl>[O:12]=[C:13]1[CH:18]=[CH:17][CH:16]=[CH:15][N:14]1[C:19]1[CH:26]=[CH:25][C:22]([CH2:23][Br:8])=[CH:21][CH:20]=1. Procedure: A solution of NBS (1.59 g, 8.94 mmol) and CH2Cl2 was cooled to 0°. To this solution (under Ar) was added Me2S (10.72 mmol, 0.78 mL) via syringe. This mixture was then cooled to -20° and added to a solution of the benzyl alcohol from Step 2 (1.2 g, 5.96 mmol) in CH2Cl2 via pipette. The reaction mixture was warmed to 0° and stirred for several hours. The residue was poured into ice water and extracted with CH2Cl2 (3×). The organic layers were combined, washed with brine, dried (MgSO4), filtered an... The reactants are COC=1C=C(C=CC1)CC(CCC(=O)OC(C)(C)C)[N+](=O)[O-] (tert-butyl 5-(3-methoxyphenyl)-4-nitrovalerate), C(=O)[O-].[NH4+] (ammonium formate). The reagents and catalysts are [Pd] (palladium on carbon). The solvent is CO (methanol). Conditions: time 0.5 hour. Yields the product NC(CCC(=O)OC(C)(C)C)CC1=CC(=CC=C1)OC (tert-butyl 4-amino-5-(3-methoxyphenyl)valerate). The yield is 87.5%. As a reaction SMILES: [CH3:1][O:2][C:3]1[CH:4]=[C:5]([CH2:9][CH:10]([N+:20]([O-])=O)[CH2:11][CH2:12][C:13]([O:15][C:16]([CH3:19])([CH3:18])[CH3:17])=[O:14])[CH:6]=[CH:7][CH:8]=1.C([O-])=O.[NH4+]>[Pd].CO>[NH2:20][CH:10]([CH2:9][C:5]1[CH:6]=[CH:7][CH:8]=[C:3]([O:2][CH3:1])[CH:4]=1)[CH2:11][CH2:12][C:13]([O:15][C:16]([CH3:19])([CH3:18])[CH3:17])=[O:14] |f:1.2|. Reported procedure: A mixture of tert-butyl 5-(3-methoxyphenyl)-4-nitrovalerate (0.31 g), 10% palladium on carbon (0.31 g), and ammonium formate (0.63 g) in methanol (3.1 ml) was stirred at ambient temperature for 0.5 hour. After the insoluble material was removed by filtration, the filtrate was evaporated in vacuo. To the residue, ethyl acetate and water were added and the organic layer was separated. The aqueous layer was extracted with ethyl acetate and the combined organic layer was washed with brine, dried ove... Reactants: OC1=CC=C(C=C1)C(C1=CC=CC=C1)=O (p-hydroxybenzophenone), C1CCOC1 (THF), CC(C)(C)[O-].[K+] (t-BuOK), CS(=O)(=O)C1=NC=C(C=C1)S(=O)(=O)C (2,5-bis(methylsulfonyl)pyridine). Solvent: O (water). Yields the product CS(=O)(=O)C=1C=CC(=NC1)OC1=CC=C(C=C1)C(=O)C1=CC=CC=C1 ((4-((5-(methylsulfonyl)-2-pyridinyl)oxy)phenyl)phenylmethanone). As a reaction SMILES: [OH:1][C:2]1[CH:7]=[CH:6][C:5]([C:8](=[O:15])[C:9]2[CH:14]=[CH:13][CH:12]=[CH:11][CH:10]=2)=[CH:4][CH:3]=1.C1COCC1.CC([O-])(C)C.[K+].CS([C:31]1[CH:36]=[CH:35][C:34]([S:37]([CH3:40])(=[O:39])=[O:38])=[CH:33][N:32]=1)(=O)=O>O>[CH3:40][S:37]([C:34]1[CH:35]=[CH:36][C:31]([O:1][C:2]2[CH:3]=[CH:4][C:5]([C:8]([C:9]3[CH:14]=[CH:13][CH:12]=[CH:11][CH:10]=3)=[O:15])=[CH:6][CH:7]=2)=[N:32][CH:33]=1)(=[O:39])=[O:38] |f:2.3|. Reported procedure: To 5.5 g of p-hydroxybenzophenone in a 25 ml THF/25 ml DMSO mixture was added 3.6 g of t-BuOK and then 6.51 g of 2,5-bis(methylsulfonyl)pyridine, and the resulting mixture was heated at 62° C. for 11/2 hrs. The reaction mixture was cooled and added to approximately 3 to 4 volumes of water and stirred. The crude product which formed was filtered and dried. Recrystallization from ethanol gave purified (4-((5-(methylsulfonyl)-2-pyridinyl)oxy)phenyl)phenylmethanone, m.p. 130°-131.5° C. Reactants: O=C1C2=CC=CC=C2C(C=2N(C(=NC21)C)C)=O (4,9-dihydro-4,9-dioxo-1,2-dimethyl-1H-naphtho[2,3-d]imidazole), S(O)(O)(=O)=O (sulfuric acid). Solvent: CO.ClCCl (methanol dichloromethane). Run at temperature 70 celsius, time 2 hour. Product: S(=O)(=O)(O)O.O=C1C2=CC=CC=C2C(C=2N(C(=NC21)C)C)=O (4,9-dihydro-4,9-dioxo-1,2-dimethyl-1H-naphtho[2,3-d]imidazole sulfate). The yield is 70.0%. As a reaction SMILES: [O:1]=[C:2]1[C:14]2[N:13]=[C:12]([CH3:15])[N:11]([CH3:16])[C:10]=2[C:9](=[O:17])[C:8]2[C:3]1=[CH:4][CH:5]=[CH:6][CH:7]=2.[S:18](=[O:22])(=[O:21])([OH:20])[OH:19]>CO.ClCCl>[S:18]([OH:22])([OH:21])(=[O:20])=[O:19].[O:1]=[C:2]1[C:14]2[N:13]=[C:12]([CH3:15])[N:11]([CH3:16])[C:10]=2[C:9](=[O:17])[C:8]2[C:3]1=[CH:4][CH:5]=[CH:6][CH:7]=2 |f:2.3,4.5|. Reported procedure: To a solution of 2 g (8.84 mmol) of 4,9-dihydro-4,9-dioxo-1,2-dimethyl-1H-naphtho[2,3-d]imidazole in 300 mL of a methanol/dichloromethane mixture (2/1) heated at 70° C., 1 mL of concentrated sulfuric acid is added. The reaction mixture is stirred at 70° C. for 2 h, then concentrated at reduced pressure, and the pale yellow precipitate that appears is filtered and washed with dichloromethane, then with ethyl ether, to produce 2 g of 4,9-dihydro-4,9-dioxo-1,2-dimethyl-1H-naphtho[2,3-d]imidazole su... Reactants: OC1=CC=C(C=C1)C(C)(C)C1=CC=C(C=C1)O (bis-phenol A), epoxide, C(Cl)C1CO1 (epichlorohydrin), C(C)(=O)O (acetic acid), epoxide, HClO4, CN(C)C=1C=CC(=CC1)C(=C2C=CC(=[N+](C)C)C=C2)C=3C=CC(=CC3)N(C)C.[Cl-] (methyl violet), C1CO1 (ethylene oxide), sodium alkoxide, epoxy, epoxy alkoxide, C(C)(=O)O (acetic acid), C(Cl)C1CO1 (epichlorohydrin), HClO4. Reagents/catalysts: [Br-].C(C)[N+](CC)(CC)CC (tetraethylammonium bromide). Run in C1(=CC=CC=C1)C (toluene), C1(=CC=CC=C1)C (toluene), C1(=CC=CC=C1)C (toluene). Conditions: temperature 60 celsius, time 8 hour. Product: CCCCOCCOCCOCCO.O (BTG H2O). Reaction SMILES: [OH:1]C1C=CC(C([C:11]2[CH:16]=[CH:15][C:14]([OH:17])=CC=2)(C)C)=CC=1.[CH2:18]1[O:20][CH2:19]1.[CH2:21]([CH:23]1[O:25][CH2:24]1)Cl.CN(C1C=CC(C(C2C=CC(N(C)C)=CC=2)=C2C=CC(=[N+](C)C)C=C2)=CC=1)C.[Cl-].[C:55](O)(=[O:57])C>[Br-].C([N+](CC)(CC)CC)C.C1(C)C=CC=CC=1>[CH3:11][CH2:16][CH2:15][CH2:14][O:17][CH2:21][CH2:23][O:25][CH2:24][CH2:18][O:20][CH2:19][CH2:55][OH:57].[OH2:1] |f:3.4,6.7,9.10|. Procedure details: To a first 250 ml round bottom flask equipped with a stirrer, nitrogen inlet tube, and a distillation head were added 1 part of DNP-(EO)6 -OH and 2 parts of toluene. To a second 250 ml round bottom flask equipped with a stirrer, nitrogen inlet tube, and a distillation head were added 1 part of bis-phenol A ethoxylated with about 180 moles of ethylene oxide and 2 parts of toluene. Both flasks were heated to azeotropically distill off the water with stirring +N2 sparge. After the water concentrati...